From a dataset of the Open Reaction Database (ORD), a public repository of structured organic reaction records. describe an organic reaction: reactants, conditions, products, and yield Reactants: NN1C(C2=CC=CC=C2C(=N1)C1=CC=C(C=C1)Cl)=O (2-amino-4-(4-chlorophenyl)phthalazin-1(2H)-one), CC(CCC(=O)O)C (4-methylpentanoic acid). Product: ClC1=CC=C(C=C1)C1=NN(C(C2=CC=CC=C12)=O)NC(CCC(C)C)=O (N-[4-(4-chlorophenyl)-1-oxophthalazin-2(1H)-yl]-4-methylpentanamide). RXN SMILES: [NH2:1][N:2]1[N:11]=[C:10]([C:12]2[CH:17]=[CH:16][C:15]([Cl:18])=[CH:14][CH:13]=2)[C:9]2[C:4](=[CH:5][CH:6]=[CH:7][CH:8]=2)[C:3]1=[O:19].[CH3:20][CH:21]([CH3:27])[CH2:22][CH2:23][C:24](O)=[O:25]>>[Cl:18][C:15]1[CH:16]=[CH:17][C:12]([C:10]2[C:9]3[C:4](=[CH:5][CH:6]=[CH:7][CH:8]=3)[C:3](=[O:19])[N:2]([NH:1][C:24](=[O:25])[CH2:23][CH2:22][CH:21]([CH3:27])[CH3:20])[N:11]=2)=[CH:13][CH:14]=1. Reported procedure: The product of Example 86A and 4-methylpentanoic acid were treated using a method similar to that described in Example 57 to give the title compound. 1H NMR (500 MHz, DMSO-d6/Deuterium Oxide) δ ppm 8.40-8.42 (m, 1H), 7.88-8.04 (m, 2H), 7.72-7.75 (m, 1H), 7.59-7.69 (m, 4H), 2.34 (t, J=7.7 Hz, 2H), 1.57-1.68 (m, 1H), 1.49-1.54 (m, 2H), 0.92 (d, J=6.6 Hz, 6H); MS (ESI−) M/Z 368 (M−H)−. The reactants are solution, C(CCC)[Li] (n-butyllithium), C(CC(=O)C)(=O)OC (Methyl acetoacetate), [H-].[Na+] (sodium hydride), ClC1=C(/C=C/C=O)C(=CC(=C1)Cl)OCC1=CC=CC=C1 ((E)-2,4-dichloro-6-phenylmethoxycinnamaldehyde). Run in CCCCCC (hexane), O1CCCC1 (tetrahydrofuran), O1CCCC1 (tetrahydrofuran). Reaction conditions: temperature 0 celsius, time 15 minute. Product: ClC1=C(C(=CC(=C1)Cl)OCC1=CC=CC=C1)/C=C/C1CC(CC(O1)=O)O ((E)-6-[2-(2,4-Dichloro-6-(phenylmethoxy)phenyl)ethenyl]-3,4,5,6-tetrahydro-4-hydroxy-2H-pyran-2-one). Isolated yield 107.5%. As a reaction SMILES: [C:1]([O:7][CH3:8])(=[O:6])[CH2:2][C:3]([CH3:5])=[O:4].[H-].[Na+].C([Li])CCC.[Cl:16][C:17]1[CH:26]=[C:25]([Cl:27])[CH:24]=[C:23]([O:28][CH2:29][C:30]2[CH:35]=[CH:34][CH:33]=[CH:32][CH:31]=2)[C:18]=1/[CH:19]=[CH:20]/C=O>O1CCCC1.CCCCCC>[Cl:16][C:17]1[CH:26]=[C:25]([Cl:27])[CH:24]=[C:23]([O:28][CH2:29][C:30]2[CH:31]=[CH:32][CH:33]=[CH:34][CH:35]=2)[C:18]=1/[CH:19]=[CH:20]/[CH:8]1[O:7][C:1](=[O:6])[CH2:2][CH:3]([OH:4])[CH2:5]1 |f:1.2|. Procedure details: Methyl acetoacetate (9.56 g, 82.3 mmole) was added dropwise to a stirred suspension of sodium hydride (50% oil suspension) (3.95 g, 82.3 mmole) in anhydrous tetrahydrofuran at 0° C. under a nitrogen atmosphere. The resulting solution was stirred 15 minutes at 0° C. and then treated with a 1.6M solution (51.5 ml, 82.3 mmole) of n-butyllithium in hexane over 5 minutes. The resulting yellow solution was stirred 15 minutes at 0° C. and then treated with a solution of (E)-2,4-dichloro-6-phenylmethoxy... Starting materials: ClCCl (dichloromethane), sodium 2,6-dichlorobenzyloxymethyl trifluoroborate, O1CCOCC1 (1,4-dioxane), O (water), C([O-])([O-])=O.[Cs+].[Cs+] (cesium carbonate), C1(CCCCC1)P(C1=C(C=CC=C1)C1=C(C=CC=C1OC)OC)C1CCCCC1 (2-dicyclohexylphosphino-2′,6′-dimethoxybiphenyl). The reagents and catalysts are C(C)(=O)[O-].[Pd+2].C(C)(=O)[O-] (palladium(II) acetate). Conditions: temperature 100 celsius, time 4 hour. The product is ClC1=C2COCC2=CC=C1 (4-chloro-1,3-dihydro-isobenzofuran). Yield: 17.0%. RXN SMILES: O1CCOCC1.O.C(=O)([O-])[O-].[Cs+].[Cs+].C1(P(C2CCCCC2)C2C=CC=CC=2[C:27]2[C:32](OC)=[CH:31][CH:30]=[CH:29][C:28]=2[O:35][CH3:36])CCCCC1.Cl[CH2:44][Cl:45]>C([O-])(=O)C.[Pd+2].C([O-])(=O)C>[Cl:45][C:44]1[CH:27]=[CH:32][CH:31]=[C:30]2[C:29]=1[CH2:28][O:35][CH2:36]2 |f:2.3.4,7.8.9|. Procedure details: To the mixture of sodium 2,6-dichlorobenzyloxymethyl trifluoroborate (41 mg, 0.15 mmol) synthesized in Example 10 and 1,4-dioxane (1.5 ml), water (0.15 ml), cesium carbonate (170 mg, 0.51 mmol), palladium(II) acetate (3.3 mg, 0.015 mmol), and 2-dicyclohexylphosphino-2′,6′-dimethoxybiphenyl (12 mg, 0.030 mmol) were added at room temperature, and the obtained reaction mixture was then stirred at 100° C. (an outer temperature) for 4 hours. The reaction mixture was cooled to room temperature, and th... Reactants: CC(C)(C)C1N(CCC1NC(=O)C1=CC(=CC=C1)C1=NC(=C(N=C1)N)C(=O)NC)C(=O)[O-] (1,1-dimethylethyl-3-{[(3-{5-amino-6[(methylamino)carbonyl )pyrazin-2-yl}phenyl}carbonyl}amino}pyrrolidine-1-carboxylate), C(=O)(C(F)(F)F)O (TFA). Solvent: ClCCl (dichloromethane). Reaction conditions: time 2 hour. Product: NC=1C(=NC(=CN1)C1=CC(=CC=C1)C(=O)N[C@H]1CNCC1)C(=O)NC (3-amino-N-methyl-6-(3-{[(3R)-pyrrolidin-3-ylamino]carbonyl}phenyl) pyrazine-2-carboxamide). Yield: 73.8%. Reaction SMILES: CC([CH:5]1[CH:9]([NH:10][C:11]([C:13]2[CH:18]=[CH:17][CH:16]=[C:15]([C:19]3[CH:24]=[N:23][C:22]([NH2:25])=[C:21]([C:26]([NH:28][CH3:29])=[O:27])[N:20]=3)[CH:14]=2)=[O:12])[CH2:8][CH2:7][N:6]1C([O-])=O)(C)C.C(O)(C(F)(F)F)=O>ClCCl>[NH2:25][C:22]1[C:21]([C:26]([NH:28][CH3:29])=[O:27])=[N:20][C:19]([C:15]2[CH:16]=[CH:17][CH:18]=[C:13]([C:11]([NH:10][C@@H:9]3[CH2:8][CH2:7][NH:6][CH2:5]3)=[O:12])[CH:14]=2)=[CH:24][N:23]=1. Procedure details: 1,1-dimethylethyl-3-{[(3-{5-amino-6[(methylamino)carbonyl )pyrazin-2-yl}phenyl}carbonyl}amino}pyrrolidine-1-carboxylate (0.7 g, mmol) was suspended in dichloromethane (4 mL) and TFA (3 mL) was added. The mixture was stirred at ambient temperature for 2 hr. After removal of volatiles under reduced pressure, the residue was partitioned between saturated solution K2CO3 (300 mg) and dichloromethane (10 mL). The organic layer was separated, dried (Na2SO4) and evaporated to dryness to afford 0.4 g (74... Procedure: A solution of 5-imidazo[4,5-b]pyridine-3-yl-3-oxo-indan-1-carboxylic acid ethyl ester (297 mg, 0.924 mmol) and 1N LiOH (1 mL, 1 mmol) in THF (1.7 mL) is stirred at rt for 15 min. THF is removed in vacuo, the residue taken up in EtOAC and washed with 1N LiOH. The aqueous layer was acidified with 1M HCl and extracted with EtOAc. The organic layer was washed with brine, dried with MgSO4, filtered and concentrated. (R/S)-5-Imidazo[4,5-b]pyridine-3-yl-3-oxo-indan-1-carboxylic acid is obtained as a br... Yields the product N1=CN(C2=NC=CC=C21)C=2C=C1C(CC(C1=CC2)C(=O)O)=O ((R/S)-5-Imidazo[4,5-b]pyridine-3-yl-3-oxo-indan-1-carboxylic acid). RXN SMILES: C([O:3][C:4]([CH:6]1[C:14]2[C:9](=[CH:10][C:11]([N:15]3[C:19]4=[N:20][CH:21]=[CH:22][CH:23]=[C:18]4[N:17]=[CH:16]3)=[CH:12][CH:13]=2)[C:8](=[O:24])[CH2:7]1)=[O:5])C.[Li+].[OH-]>C1COCC1>[N:17]1[C:18]2[C:19](=[N:20][CH:21]=[CH:22][CH:23]=2)[N:15]([C:11]2[CH:10]=[C:9]3[C:14](=[CH:13][CH:12]=2)[CH:6]([C:4]([OH:5])=[O:3])[CH2:7][C:8]3=[O:24])[CH:16]=1 |f:1.2|. The reactants are C(C)OC(=O)C1CC(C2=CC(=CC=C12)N1C=NC=2C1=NC=CC2)=O (5-imidazo[4,5-b]pyridine-3-yl-3-oxo-indan-1-carboxylic acid ethyl ester), [Li+].[OH-] (LiOH). Solvent: C1CCOC1 (THF). Reactants: COC1=NC(=NC(=C1)OC)CC(C)=O (1-(4,6-dimethoxypyrimidine-2-yl)-2-propanone), C1(=CC=CC=C1)NN (phenylhydrazine), C(C)(=O)OCC (ethyl acetate), O (water). The reagents and catalysts are [Cl-].[Zn+2].[Cl-] (zinc chloride). Solvent: C1(=CC=CC=C1)C (toluene). Yields the product COC1=NC(=NC(=C1)OC)C1=C(NC2=CC=CC=C12)C (3-(4,6-dimethoxypyrimidine-2-yl)-2-methylindole). The yield is 62.0%. Reaction SMILES: [CH3:1][O:2][C:3]1[CH:8]=[C:7]([O:9][CH3:10])[N:6]=[C:5]([CH2:11][C:12](=O)[CH3:13])[N:4]=1.[C:15]1([NH:21]N)[CH:20]=[CH:19][CH:18]=[CH:17][CH:16]=1.C(OCC)(=O)C.O>C1(C)C=CC=CC=1.[Cl-].[Zn+2].[Cl-]>[CH3:1][O:2][C:3]1[CH:8]=[C:7]([O:9][CH3:10])[N:6]=[C:5]([C:11]2[C:20]3[C:15](=[CH:16][CH:17]=[CH:18][CH:19]=3)[NH:21][C:12]=2[CH3:13])[N:4]=1 |f:5.6.7|. Procedure: In 10 ml of toluene were dissolved 1.61 g (8.2 m moles) of 1-(4,6-dimethoxypyrimidine-2-yl)-2-propanone and 1.08 g (10 m moles) of phenylhydrazine. Thereto was added 1.36 g (10 m moles) of zinc chloride, followed by refluxing for 1 hour. The reaction mixture was allowed to cool, and ethyl acetate and water were added to dissolve the whole reaction mixture. The oily layer was washed with water, separated and dried over Glauber's salt. The resulting oily layer was concentrated under reduced pressu...